Dataset: the Open Reaction Database (ORD), a public repository of structured organic reaction records. Task: describe an organic reaction: reactants, conditions, products, and yield Starting materials: CC1=CC=C(C=C1)S(=O)(=O)NC(OCCC1=CC=C(C=C1)N1C(=NC(=C1)C1=CC=CC=C1)CC)=O (2-[4-(2-ethyl-4-phenyl-1H-imidazole-1-yl)phenyl]ethyl (4-methylphenyl)sulfonylcarbamate), C1(=CC=C(C=C1)S(=O)(=O)O)C (p-toluenesulfonic acid). Run in CC(=O)C (acetone). Reaction conditions: time 1 hour. Yields the product C1(=CC=C(C=C1)S(=O)(=O)O)C.CC1=CC=C(C=C1)S(=O)(=O)NC(OCCC1=CC=C(C=C1)N1C(=NC(=C1)C1=CC=CC=C1)CC)=O (2-[4-(2-ethyl-4-phenyl-1H-imidazole-1-yl)phenyl]ethyl (4-methylphenyl)sulfonylcarbamate mono-p-toluenesulfonate salt). As a reaction SMILES: [CH3:1][C:2]1[CH:7]=[CH:6][C:5]([S:8]([NH:11][C:12](=[O:35])[O:13][CH2:14][CH2:15][C:16]2[CH:21]=[CH:20][C:19]([N:22]3[CH:26]=[C:25]([C:27]4[CH:32]=[CH:31][CH:30]=[CH:29][CH:28]=4)[N:24]=[C:23]3[CH2:33][CH3:34])=[CH:18][CH:17]=2)(=[O:10])=[O:9])=[CH:4][CH:3]=1.[C:36]1([CH3:46])[CH:41]=[CH:40][C:39]([S:42]([OH:45])(=[O:44])=[O:43])=[CH:38][CH:37]=1>CC(C)=O>[C:36]1([CH3:46])[CH:37]=[CH:38][C:39]([S:42]([OH:45])(=[O:43])=[O:44])=[CH:40][CH:41]=1.[CH3:1][C:2]1[CH:7]=[CH:6][C:5]([S:8]([NH:11][C:12](=[O:35])[O:13][CH2:14][CH2:15][C:16]2[CH:21]=[CH:20][C:19]([N:22]3[CH:26]=[C:25]([C:27]4[CH:28]=[CH:29][CH:30]=[CH:31][CH:32]=4)[N:24]=[C:23]3[CH2:33][CH3:34])=[CH:18][CH:17]=2)(=[O:9])=[O:10])=[CH:4][CH:3]=1 |f:3.4|. Procedure: A mixture of 2-[4-(2-ethyl-4-phenyl-1H-imidazole-1-yl)phenyl]ethyl (4-methylphenyl)sulfonylcarbamate (157 mg, 0.320 mmol), p-toluenesulfonic acid (61 mg, 0.320 mmol) in acetone (2 ml) was stirred at room temperature for 1 h. The reaction mixture was evaporated to afford the title compound as white solids: MS (ESI) m/z 490 [M+H]+, 488 [M−H]−. Starting materials: ClC(=O)OC(C1C2=CC=CC=C2C=2C=CC=CC12)C1C2=CC=CC=C2C=2C=CC=CC12 (bis(9-fluorenyl)-methyl chloroformate), C1CCOC1 (THF), NC1=CC=CC=C1 (aniline). Run in C1=CC=CC=C1 (benzene). Run at temperature 0 celsius, time 3 hour. Yields the product C(NC1=CC=CC=C1)(OC(C1C2=CC=CC=C2C=2C=CC=CC12)C1C2=CC=CC=C2C=2C=CC=CC12)=O (Bis(9-fluorenyl)methyl Carbanilate). Isolated yield 100.0%. RXN SMILES: Cl[C:2]([O:4][CH:5]([CH:19]1[C:31]2[CH:30]=[CH:29][CH:28]=[CH:27][C:26]=2[C:25]2[C:20]1=[CH:21][CH:22]=[CH:23][CH:24]=2)[CH:6]1[C:18]2[CH:17]=[CH:16][CH:15]=[CH:14][C:13]=2[C:12]2[C:7]1=[CH:8][CH:9]=[CH:10][CH:11]=2)=[O:3].C1COCC1.[NH2:37][C:38]1[CH:43]=[CH:42][CH:41]=[CH:40][CH:39]=1>C1C=CC=CC=1>[C:2](=[O:3])([O:4][CH:5]([CH:19]1[C:31]2[CH:30]=[CH:29][CH:28]=[CH:27][C:26]=2[C:25]2[C:20]1=[CH:21][CH:22]=[CH:23][CH:24]=2)[CH:6]1[C:18]2[CH:17]=[CH:16][CH:15]=[CH:14][C:13]=2[C:12]2[C:7]1=[CH:8][CH:9]=[CH:10][CH:11]=2)[NH:37][C:38]1[CH:43]=[CH:42][CH:41]=[CH:40][CH:39]=1. Reported procedure: To a solution of 1.0 g (1.18 mmol) of bis(9-fluorenyl)-methyl chloroformate in 15 mL of freshly distilled THF and 15 mL of dry benzene was added 0.21 mL (2.3 mmol) of freshly distilled aniline in one portion at 0° C. The mixture was stirred at 0° C. for 3 hours and quenched with 10 mL of sat'd NH4Cl. The organic layer was washed with water (10mL) and the pooled aqueous layer was extracted with CHCl3 (2×10 mL). The combined organic extracts were dried over MgSO4 and the solvent was evaporated in ... Starting materials: Cl.Cl.ClC1=CC=C(C=C1)C=1C=2C3C(NC2C=CC1)CCNCC3 (10-(4-chlorophenyl)-1,2,3,4,5,5a,6,10b-octahydroazepino[4,5-b]indole dihydrochloride), Cl.Cl.ClC=1C=C(C=CC1)C=1C=2C3=C(NC2C=CC1)CCNCC3 (10-(3-chlorophenyl)-1,2,3,4,5,6-hexahydroazepino[4,5-b]indole dihydrochloride). The product is Cl.Cl.ClC=1C=C(C=CC1)C=1C=2[C@H]3[C@@H](NC2C=CC1)CCNCC3 ((5aS*,10bS*)-10-(3-chlorophenyl)-1,2,3,4,5,5a,6,10b-octahydroazepino[4,5-b]indole Dihydrochloride). As a reaction SMILES: Cl.Cl.[Cl:3]C1C=CC(C2C3C4CCNCCC4NC=3C=CC=2)=CC=1.Cl.Cl.[Cl:26][C:27]1[CH:28]=[C:29]([C:33]2[C:34]3[C:35]4[CH2:46][CH2:45][NH:44][CH2:43][CH2:42][C:36]=4[NH:37][C:38]=3[CH:39]=[CH:40][CH:41]=2)[CH:30]=[CH:31][CH:32]=1>>[ClH:3].[ClH:26].[Cl:26][C:27]1[CH:28]=[C:29]([C:33]2[C:34]3[C@@H:35]4[CH2:46][CH2:45][NH:44][CH2:43][CH2:42][C@@H:36]4[NH:37][C:38]=3[CH:39]=[CH:40][CH:41]=2)[CH:30]=[CH:31][CH:32]=1 |f:0.1.2,3.4.5,6.7.8|. Procedure details: Following the procedure for the preparation of 10-(4-chlorophenyl)-1,2,3,4,5,5a,6,10b-octahydroazepino[4,5-b]indole dihydrochloride, making non-critical variations, starting from 10-(3-chlorophenyl)-1,2,3,4,5,6-hexahydroazepino[4,5-b]indole dihydrochloride the title compound was prepared: 1H NMR (DMSO-d6) δ 1.35, 1.55, 2.10, 2.71, 3.05, 3.28, 3.97, 4.20, 6.65, 7.12, 7.4-7.5, 8.8. HRMS (FAB) calcd for C18H21ClN12 (MH+) 299.1315, found 299.1306. Reactants: N#Cc1ccc2c(c1)Sc1ccc(CO)cc1CC2, BrP(Br)Br. Product: N#Cc1ccc2c(c1)Sc1ccc(CBr)cc1CC2. RXN SMILES: [C:5](#[N:6])[c:7]1[cH:8][cH:9][c:10]2[c:11]([cH:23]1)[S:12][c:13]1[c:14]([cH:17][c:18]([CH2:21][OH:22])[cH:19][cH:20]1)[CH2:15][CH2:16]2.[P:1]([Br:2])([Br:3])[Br:4]>>[Br:2][CH2:21][c:18]1[cH:17][c:14]2[c:13]([cH:20][cH:19]1)[S:12][c:11]1[c:10]([cH:9][cH:8][c:7]([C:5]#[N:6])[cH:23]1)[CH2:16][CH2:15]2. Reaction SMILES: [CH3:5][CH:6]([OH:7])[c:8]1[cH:9][cH:10][c:11]([CH:14]2[CH2:15][CH2:16][CH2:17][CH2:18][CH2:19]2)[cH:12][cH:13]1.[S:1]([Cl:2])([Cl:3])=[O:4].[cH:20]1[cH:21][cH:22][cH:23][cH:24][cH:25]1.[cH:26]1[cH:27][cH:28][n:29][cH:30][cH:31]1>>[Cl:3][CH:6]([CH3:5])[c:8]1[cH:9][cH:10][c:11]([CH:14]2[CH2:15][CH2:16][CH2:17][CH2:18][CH2:19]2)[cH:12][cH:13]1. Yields the product CC(Cl)c1ccc(C2CCCCC2)cc1. Starting materials: CC(O)c1ccc(C2CCCCC2)cc1, O=S(Cl)Cl, c1ccccc1, c1ccncc1. Starting materials: O=C([O-])[O-], Cc1ccccc1, CN(C)C=O, Clc1c[nH]c2ccccc12, [K+], [K+], [K+], NOS(=O)(=O)O, [OH-], O. The product is Nn1cc(Cl)c2ccccc21. As a reaction SMILES: [C:11](=[O:12])([O-:13])[O-:14].[CH3:25][c:26]1[cH:27][cH:28][cH:29][cH:30][cH:31]1.[CH3:33][N:34]([CH3:35])[CH:36]=[O:37].[Cl:1][c:2]1[cH:3][nH:4][c:5]2[cH:6][cH:7][cH:8][cH:9][c:10]12.[K+:15].[K+:16].[K+:18].[NH2:19][O:20][S:21]([OH:22])(=[O:23])=[O:24].[OH-:17].[OH2:32]>>[Cl:1][c:2]1[cH:3][n:4]([NH2:19])[c:5]2[cH:6][cH:7][cH:8][cH:9][c:10]12. Procedure: 4-Methylpyridine (307 mg, 3.3 mmol), (3-bromopropyl)tripropylammonium bromide (1.0 g, 2.9 mmol), and 4 mL DMF were stirred at 100° C. in a pressure vessel for 14 h. After cooling down, the reaction mixture was added dropwise to a vigorously stirred diethyl ether (100 mL). The oily precipitates formed was collected and further purified by column chromatography (SiO2, gradient from 1:4 to 1:1 MeOH/CH2Cl2) to furnish 1-(3-tripropylammoniopropyl)-4-methylpyridinium dibromide as a colorless solid (48... Solvent: C(C)OCC (diethyl ether). Yield: 38.1%. Yields the product [Br-].[Br-].C(CC)[N+](CCC[N+]1=CC=C(C=C1)C)(CCC)CCC (1-(3-tripropylammoniopropyl)-4-methylpyridinium dibromide). Starting materials: CC1=CC=NC=C1 (4-Methylpyridine), [Br-].BrCCC[N+](CCC)(CCC)CCC ((3-bromopropyl)tripropylammonium bromide), CN(C)C=O (DMF). Reaction SMILES: [CH3:1][C:2]1[CH:7]=[CH:6][N:5]=[CH:4][CH:3]=1.[Br-:8].[Br:9][CH2:10][CH2:11][CH2:12][N+:13]([CH2:20][CH2:21][CH3:22])([CH2:17][CH2:18][CH3:19])[CH2:14][CH2:15][CH3:16].CN(C=O)C>C(OCC)C>[Br-:9].[Br-:8].[CH2:17]([N+:13]([CH2:12][CH2:11][CH3:10])([CH2:14][CH2:15][CH3:16])[CH2:20][CH2:21][CH2:22][N+:5]1[CH:6]=[CH:7][C:2]([CH3:1])=[CH:3][CH:4]=1)[CH2:18][CH3:19] |f:1.2,5.6.7|. The reactants are NC1=C(CO)C=C(C=C1Br)Br (2-amino-3,5-dibromobenzylalcohol), CN1CCNCC1 (N-methyl piperazine), C(CC)(=O)O (propionic acid), Cl (hydrochloric acid). Run in C(C)(=O)OCC (Ethyl acetate). Run at temperature 140 celsius. Yields the product Cl.CN1CCN(CC1)CC1=C(C(=CC(=C1)Br)Br)N (N1 -methyl-N4 -(2-amino-3,5-dibromobenzyl)piperazine hydrochloride). As a reaction SMILES: [NH2:1][C:2]1[C:9]([Br:10])=[CH:8][C:7]([Br:11])=[CH:6][C:3]=1[CH2:4]O.[CH3:12][N:13]1[CH2:18][CH2:17][NH:16][CH2:15][CH2:14]1.C(O)(=O)CC.[ClH:24]>C(OCC)(=O)C>[ClH:24].[CH3:12][N:13]1[CH2:18][CH2:17][N:16]([CH2:4][C:3]2[CH:6]=[C:7]([Br:11])[CH:8]=[C:9]([Br:10])[C:2]=2[NH2:1])[CH2:15][CH2:14]1 |f:5.6|. Reported procedure: A mixture of 0.56 part of 2-amino-3,5-dibromobenzylalcohol, 1.0 part of N-methyl piperazine and 2 parts of propionic acid is heated at 140° C for 8 hours under stirring. Then, the propionic acid is distilled off under reduced pressure. The residue is extracted with chloroform. The chloroform layer is washed with water and dried over sodium sulfate. Evaporation of the solvent gives oily residue. The residue is chromotographed over silica gel. Ethyl acetate eluates are treated with ethanolic hydro...